The task is: describe an organic reaction: reactants, conditions, products, and yield. This data is from the Open Reaction Database (ORD), a public repository of structured organic reaction records. The reactants are O=C(Cl)OCC(Cl)(Cl)Cl, Nc1ccc(N)nc1, C1CCOC1, O, c1ccncc1. Product: Nc1ccc(NC(=O)OCC(Cl)(Cl)Cl)cn1. Reaction SMILES: [Cl:15][C:16](=[O:17])[O:18][CH2:19][C:20]([Cl:21])([Cl:22])[Cl:23].[NH2:1][c:2]1[n:3][cH:4][c:5]([NH2:8])[cH:6][cH:7]1.[O:25]1[CH2:26][CH2:27][CH2:28][CH2:29]1.[OH2:24].[cH:9]1[cH:10][cH:11][n:12][cH:13][cH:14]1>>[NH2:1][c:2]1[n:3][cH:4][c:5]([NH:8][C:16](=[O:17])[O:18][CH2:19][C:20]([Cl:21])([Cl:22])[Cl:23])[cH:6][cH:7]1. Starting materials: ClC=1C=CC(=C(C1)NC(=O)N1CCN(CC1)C)N1CCC2=CC=CC=C12 (N-[5-chloro-2-(2,3-dihydro-1H-indol-1-yl)-phenyl]-4-methyl-1-piperazinecarboxamide). Run in P(=O)(Cl)(Cl)Cl (phosphorus oxychloride). Product: ClC1=CC2=C(N3C4=C(C(=N2)N2CCN(CC2)C)C=CC=C4CC3)C=C1 (9-chloro-6-(4-methyl-1-piperazinyl)-1,2-dihydrobenzo[b]pyrrolo[3,2,1-jk][1,4]benzodiazepine). Isolated yield 36.7%. Reaction SMILES: [Cl:1][C:2]1[CH:3]=[CH:4][C:5]([N:18]2[C:26]3[C:21](=[CH:22][CH:23]=[CH:24][CH:25]=3)[CH2:20][CH2:19]2)=[C:6]([NH:8][C:9]([N:11]2[CH2:16][CH2:15][N:14]([CH3:17])[CH2:13][CH2:12]2)=O)[CH:7]=1>P(Cl)(Cl)(Cl)=O>[Cl:1][C:2]1[CH:3]=[CH:4][C:5]2[N:18]3[CH2:19][CH2:20][C:21]4[C:26]3=[C:25]([CH:24]=[CH:23][CH:22]=4)[C:9]([N:11]3[CH2:16][CH2:15][N:14]([CH3:17])[CH2:13][CH2:12]3)=[N:8][C:6]=2[CH:7]=1. Procedure details: A stirred solution of 6.30 g (0.017 mole) of N-[5-chloro-2-(2,3-dihydro-1H-indol-1-yl)-phenyl]-4-methyl-1-piperazinecarboxamide of Example 4b in 100 ml of phosphorus oxychloride was refluxed for 6 hours under nitrogen, then cooled to room temperature. The excess phosphorus oxychloride was removed at aspirator pressure with gentle warming. The residue was chilled in an ice-bath (with exclusion of moisture) and then treated first with 250 ml of ice-cold 2N-NaOH, then with 250 ml of dichloromethane... Starting materials: N1C(=CC=C1)C(=O)O (Pyrrole-2-carboxylic acid), S(=O)(Cl)Cl (thionyl chloride), C(Cl)Cl (methylene chloride). Run at time 20 minute. Yields the product N1C(=CC=C1)C(=O)OC (methyl pyrrole-2-carboxylate). RXN SMILES: [NH:1]1[CH:5]=[CH:4][CH:3]=[C:2]1[C:6]([OH:8])=[O:7].S(Cl)(Cl)=O.[CH2:13](Cl)Cl>>[NH:1]1[CH:5]=[CH:4][CH:3]=[C:2]1[C:6]([O:8][CH3:13])=[O:7]. Procedure: Pyrrole-2-carboxylic acid (5 g.) was combined with 200 ml. of methylene chloride and 20 ml. of thionyl chloride and refluxed for 2 hours. The solution was evaporated to dryness in vacuo and the resulting acid chloride converted to ester by addition of 30 ml. of methanol and 20 minutes stirring at room temperature. Ether (50 ml.) was added and the mixture extracted with 50 ml. of water. The ether phase was dried over anhydrous sodium sulfate, filtered and evaporated to yield methyl pyrrole-2-carb... Reactants: O (water), O=P(Cl)(Cl)Cl (POCl3), C(CCCCC)OC1=CC=CC2=CC=CC=C12 (1-Hexyloxynaphthalene), C(=O)(C)O[Na] (AcONa). Run in CN(C)C=O (DMF). Reaction conditions: temperature 100 celsius, time 2 hour. Yields the product C(CCCCC)OC1=CC=C(C2=CC=CC=C12)C=O (1-Hexyloxy-4-formylnaphthalene). The yield is 47.0%. As a reaction SMILES: O=P(Cl)(Cl)Cl.[CH2:6]([O:12][C:13]1[C:22]2[C:17](=[CH:18][CH:19]=[CH:20][CH:21]=2)[CH:16]=[CH:15][CH:14]=1)[CH2:7][CH2:8][CH2:9][CH2:10][CH3:11].[C:23](O[Na])(C)=[O:24].O>CN(C=O)C>[CH2:6]([O:12][C:13]1[C:22]2[C:17](=[CH:18][CH:19]=[CH:20][CH:21]=2)[C:16]([CH:23]=[O:24])=[CH:15][CH:14]=1)[CH2:7][CH2:8][CH2:9][CH2:10][CH3:11]. Procedure details: POCl3 (3.22 g, 21 mmol) was dropwise added to a solution of compound 2 (4 g, 17.5 mmol) in anh. DMF (5 ml) at room temperature and under N2. The resulting dark red solution was heated to 100° C. for 3 hours. Concentrated AcONa solution (5 ml) was then added and heating was continued for 2 hours more. After being cooled to room temperature, water (100 ml) was added. The mixture was extracted with Et2O (2×150 ml), the ethereal combined fractions were washed with 10% HCl solution (100 ml), water (1...